From a dataset of the Open Reaction Database (ORD), a public repository of structured organic reaction records. describe an organic reaction: reactants, conditions, products, and yield The reactants are CC(C)=CCN1CCNCC1, CCO, O=C1Nc2cccnc2N(C(=O)CCCl)c2ccccc21, [Na+], [Na+], O=C([O-])[O-]. The product is CC(C)=CCN1CCN(CCC(=O)N2c3ccccc3C(=O)Nc3cccnc32)CC1. Reaction SMILES: [CH2:28]([CH:29]=[C:30]([CH3:31])[CH3:32])[N:33]1[CH2:34][CH2:35][NH:36][CH2:37][CH2:38]1.[CH3:39][CH2:40][OH:41].[Cl:1][CH2:2][CH2:3][C:4](=[O:5])[N:6]1[c:7]2[c:8]([cH:18][cH:19][cH:20][n:21]2)[NH:9][C:10](=[O:17])[c:11]2[c:12]1[cH:13][cH:14][cH:15][cH:16]2.[Na+:22].[Na+:23].[O-:24][C:25](=[O:26])[O-:27]>>[CH2:2]([CH2:3][C:4](=[O:5])[N:6]1[c:7]2[c:8]([cH:18][cH:19][cH:20][n:21]2)[NH:9][C:10](=[O:17])[c:11]2[c:12]1[cH:13][cH:14][cH:15][cH:16]2)[N:36]1[CH2:35][CH2:34][N:33]([CH2:28][CH:29]=[C:30]([CH3:31])[CH3:32])[CH2:38][CH2:37]1. Reactants: NNC(=O)c1ccccc1, CO, O, CCCSP(=O)(OCC)Oc1ccccc1C=O. Yields the product CCCSP(=O)(OCC)Oc1ccccc1C=NNC(=O)c1ccccc1. RXN SMILES: [C:19]([c:20]1[cH:21][cH:22][cH:23][cH:24][cH:25]1)(=[O:26])[NH:27][NH2:28].[CH3:30][OH:31].[OH2:29].[P:1](=[O:2])([O:3][CH2:4][CH3:5])([S:6][CH2:7][CH2:8][CH3:9])[O:10][c:11]1[c:12]([CH:17]=[O:18])[cH:13][cH:14][cH:15][cH:16]1>>[P:1](=[O:2])([O:3][CH2:4][CH3:5])([S:6][CH2:7][CH2:8][CH3:9])[O:10][c:11]1[c:12]([CH:17]=[N:28][NH:27][C:19]([c:20]2[cH:21][cH:22][cH:23][cH:24][cH:25]2)=[O:26])[cH:13][cH:14][cH:15][cH:16]1. The reactants are OCC1=CC=NC=C1 (4-(hydroxymethyl)pyridine), [H-].[Na+] (sodium hydride), C(C)OC(=O)C1=NN(C(=C1CBr)SC1=CC(=CC(=C1)Cl)Cl)C(C)C (4-bromomethyl-5-(3,5-dichlorophenylthio)-1-isopropyl-1H-pyrazole-3-carboxylic acid ethyl ester), O (water). The solvent is CN(C)C=O (DMF), CN(C=O)C (N,N-dimethylformamide). Yields the product C(C)OC(=O)C1=NN(C(=C1CC1=CC=NC=C1)SC1=CC(=CC(=C1)Cl)Cl)C(C)C (5-(3,5-dichlorophenylthio)-1-isopropyl-4-[(4-pyridyl)methyl]-1H-pyrazole-3carboxylic acid ethyl ester). Isolated yield 35.2%. RXN SMILES: O[CH2:2][C:3]1[CH:8]=[CH:7][N:6]=[CH:5][CH:4]=1.[H-].[Na+].[CH2:11]([O:13][C:14]([C:16]1[C:20](CBr)=[C:19]([S:23][C:24]2[CH:29]=[C:28]([Cl:30])[CH:27]=[C:26]([Cl:31])[CH:25]=2)[N:18]([CH:32]([CH3:34])[CH3:33])[N:17]=1)=[O:15])[CH3:12].O>CN(C=O)C>[CH2:11]([O:13][C:14]([C:16]1[C:20]([CH2:2][C:3]2[CH:8]=[CH:7][N:6]=[CH:5][CH:4]=2)=[C:19]([S:23][C:24]2[CH:29]=[C:28]([Cl:30])[CH:27]=[C:26]([Cl:31])[CH:25]=2)[N:18]([CH:32]([CH3:33])[CH3:34])[N:17]=1)=[O:15])[CH3:12] |f:1.2|. Reported procedure: To a solution of 55 mg of 4-(hydroxymethyl)pyridine in DMF at 0° C. was added 20 mg sodium hydride (60% in oil). To the mixture was added dropwise a solution of 229 mg of 4-bromomethyl-5-(3,5-dichlorophenylthio)-1-isopropyl-1H-pyrazole-3-carboxylic acid ethyl ester in 2 ml of N,N-dimethylformamide. After 15 min water was added and the mixture was extracted with dichloromethane (×3). The combined extracts were dried over magnesium sulphate, filtered and evaporated. The residue was purified by fla... Reactants: C(#N)C=1C=C(C=2C(=CN(C2C1)C(C)C)C)C(=O)OC (methyl 6-cyano-1-isopropyl-3-methyl-1H-indole-4-carboxylate), N(=[N+]=[N-])[Si](C)(C)C (azidotrimethylsilane), O.O.O.[F-].C(CCC)[N+](CCCC)(CCCC)CCCC (tetrabutylammonium fluoride trihydrate). The solvent is CCOC(=O)C (EtOAc). Reaction conditions: temperature 85 celsius, time 18 hour. Yields the product C(C)(C)N1C=C(C=2C(=CC(=CC12)C1=NN=NN1)C(=O)OC)C (methyl 1-isopropyl-3-methyl-6-(1H-tetrazol-5-yl)-1H-indole-4-carboxylate). Yield: 47.9%. Reaction SMILES: [C:1]([C:3]1[CH:4]=[C:5]([C:16]([O:18][CH3:19])=[O:17])[C:6]2[C:7]([CH3:15])=[CH:8][N:9]([CH:12]([CH3:14])[CH3:13])[C:10]=2[CH:11]=1)#[N:2].[N:20]([Si](C)(C)C)=[N+:21]=[N-:22].O.O.O.[F-].C([N+](CCCC)(CCCC)CCCC)CCC>CCOC(C)=O>[CH:12]([N:9]1[C:10]2[CH:11]=[C:3]([C:1]3[NH:22][N:21]=[N:20][N:2]=3)[CH:4]=[C:5]([C:16]([O:18][CH3:19])=[O:17])[C:6]=2[C:7]([CH3:15])=[CH:8]1)([CH3:14])[CH3:13] |f:2.3.4.5.6|. Procedure: To a stirred suspension of methyl 6-cyano-1-isopropyl-3-methyl-1H-indole-4-carboxylate (0.50 g, 1.951 mmol) in azidotrimethylsilane (1.0 mL, 7.53 mmol) in a small vial was added tetrabutylammonium fluoride trihydrate (300 mg, 0.951 mmol). The reaction was heated to 85° C. and stirred for 18 hr (attached a small reflux condensor). (The reaction became a semi-solid mass.) The reaction was taken up in EtOAc (75 mL), washed with 1N HCl (75 mL) (stirred till dissolved). The organic phase was removed,... Reactants: OC1=NC(=NC=C1C#N)SC (4-Hydroxy-2-(methylthio)pyrimidine-5-carbonitrile), COC1=CC(=CC=C1)N (m-anisidine). Run in C(CCCC)O (pentan-1-ol). Product: OC1=NC(=NC=C1C#N)NC1=CC(=CC=C1)OC (4-hydroxy-2-(3-methoxyphenylamino)pyrimidine-5-carbonitrile). Reaction SMILES: [OH:1][C:2]1[C:7]([C:8]#[N:9])=[CH:6][N:5]=[C:4](SC)[N:3]=1.[CH3:12][O:13][C:14]1[CH:19]=[CH:18][CH:17]=[C:16]([NH2:20])[CH:15]=1>C(O)CCCC>[OH:1][C:2]1[C:7]([C:8]#[N:9])=[CH:6][N:5]=[C:4]([NH:20][C:16]2[CH:17]=[CH:18][CH:19]=[C:14]([O:13][CH3:12])[CH:15]=2)[N:3]=1. Procedure details: 4-Hydroxy-2-(methylthio)pyrimidine-5-carbonitrile (3 mmol) and m-anisidine (3 mmol) in pentan-1-ol was refluxed for 40 h under nitrogen. The reaction mixture was concentrated in vacuo. The residue was washed with water and dried to afford 4-hydroxy-2-(3-methoxyphenylamino)pyrimidine-5-carbonitrile.